From a dataset of the Open Reaction Database (ORD), a public repository of structured organic reaction records. describe an organic reaction: reactants, conditions, products, and yield Starting materials: CCOC(=O)c1cn2ncc(C#N)c(Nc3ccc(Sc4nccn4C)c(Cl)c3)c2c1C, Nc1ccc(Oc2nccs2)cc1F. Product: CCOC(=O)c1cn2ncc(C#N)c(Nc3ccc(Oc4nccs4)cc3F)c2c1C. As a reaction SMILES: [CH2:15]([CH3:16])[O:17][C:18](=[O:19])[c:20]1[c:21]([CH3:46])[c:22]2[n:23]([n:24][cH:25][c:26]([C:43]#[N:44])[c:27]2[NH:28][c:29]2[cH:30][cH:31][c:32]([S:33][c:34]3[n:35]([CH3:36])[cH:37][cH:38][n:39]3)[c:40]([Cl:41])[cH:42]2)[cH:45]1.[F:1][c:2]1[c:3]([NH2:14])[cH:4][cH:5][c:6]([O:8][c:9]2[s:10][cH:11][cH:12][n:13]2)[cH:7]1>>[F:1][c:2]1[c:3]([NH:14][c:27]2[c:22]3[c:21]([CH3:46])[c:20]([C:18]([O:17][CH2:15][CH3:16])=[O:19])[cH:45][n:23]3[n:24][cH:25][c:26]2[C:43]#[N:44])[cH:4][cH:5][c:6]([O:8][c:9]2[s:10][cH:11][cH:12][n:13]2)[cH:7]1.